Dataset: the Open Reaction Database (ORD), a public repository of structured organic reaction records. Task: describe an organic reaction: reactants, conditions, products, and yield The reactants are CCCC(=O)NN, O=C([O-])O, ClCCl, [Na+], O, On1nnc2ccccc21, O=C(O)C1CCN(c2ncccn2)CC1. Product: CCCC(=O)NNC(=O)C1CCN(c2ncccn2)CC1. As a reaction SMILES: [C:27]([CH2:28][CH2:29][CH3:30])(=[O:31])[NH:32][NH2:33].[C:37](=[O:38])([O-:39])[OH:40].[Cl:34][CH2:35][Cl:36].[Na+:41].[OH2:16].[OH:17][n:18]1[c:19]2[cH:20][cH:21][cH:22][cH:23][c:24]2[n:25][n:26]1.[n:1]1[c:2]([N:7]2[CH2:8][CH2:9][CH:10]([C:13](=[O:14])[OH:15])[CH2:11][CH2:12]2)[n:3][cH:4][cH:5][cH:6]1>>[n:1]1[c:2]([N:7]2[CH2:8][CH2:9][CH:10]([C:13](=[O:15])[NH:33][NH:32][C:27]([CH2:28][CH2:29][CH3:30])=[O:31])[CH2:11][CH2:12]2)[n:3][cH:4][cH:5][cH:6]1. Reactants: CC(=O)O, Cl, CC(c1ccc(Nc2nc(C(F)(F)F)cs2)cc1)c1nonc1N, O=N[O-], [Na+], O, O=S(=O)(O)O. Yields the product CC(c1ccc(Nc2nc(C(F)(F)F)cs2)cc1)c1nonc1O. RXN SMILES: [C:34]([OH:35])(=[O:36])[CH3:37].[ClH:38].[F:1][C:2]([c:3]1[n:4][c:5]([NH:8][c:9]2[cH:10][cH:11][c:12]([CH:15]([CH3:16])[c:17]3[c:18]([NH2:22])[n:19][o:20][n:21]3)[cH:13][cH:14]2)[s:6][cH:7]1)([F:23])[F:24].[N:25](=[O:26])[O-:27].[Na+:28].[OH2:39].[S:29](=[O:30])(=[O:31])([OH:32])[OH:33]>>[F:1][C:2]([c:3]1[n:4][c:5]([NH:8][c:9]2[cH:10][cH:11][c:12]([CH:15]([CH3:16])[c:17]3[c:18]([OH:26])[n:19][o:20][n:21]3)[cH:13][cH:14]2)[s:6][cH:7]1)([F:23])[F:24].